Dataset: the Open Reaction Database (ORD), a public repository of structured organic reaction records. Task: describe an organic reaction: reactants, conditions, products, and yield The reactants are NC(=N)N (guanidine), CS(=O)(=O)C=1C=C(C(=O)OC)C=CC1N1C(CC(CC1)C(=O)OC(C)(C)C)N (methyl 3-methylsulphonyl-4-(4-BOC-aminopiperidino)benzoate), CI.C(=O)([O-])[O-].[K+].[K+] (methyl iodide K2CO3), CS(=O)(=O)C=1C=C(C(=O)O)C=CC1Cl (3-methylsulphonyl-4-chlorobenzoic acid), C(=O)(OC(C)(C)C)C1CCN(CC1)N (4-BOC-aminopiperidine). Run in CO (methanol), CN(C=O)C (dimethylformamide). Reaction conditions: time 45 minute. Yields the product NC(=NC(C1=CC(=C(C=C1)N1C(CC(CC1)C(=O)OC(C)(C)C)N)S(=O)(=O)C)=O)N (N-diaminomethylene-3-methylsulphonyl-4-(4-BOC-aminopiperidino)benzamide). RXN SMILES: [CH3:1][S:2]([C:5]1[CH:6]=[C:7]([CH:12]=[CH:13][C:14]=1[N:15]1[CH2:20][CH2:19][CH:18]([C:21]([O:23][C:24]([CH3:27])([CH3:26])[CH3:25])=[O:22])[CH2:17][CH:16]1[NH2:28])[C:8]([O:10]C)=O)(=[O:4])=[O:3].CS(C1C=C(C=CC=1Cl)C(O)=O)(=O)=O.C(C1CCN(N)CC1)(OC(C)(C)C)=O.CI.C([O-])([O-])=O.[K+].[K+].[NH2:65][C:66]([NH2:68])=[NH:67]>CN(C)C=O.CO>[NH2:67][C:66]([NH2:68])=[N:65][C:8](=[O:10])[C:7]1[CH:12]=[CH:13][C:14]([N:15]2[CH2:20][CH2:19][CH:18]([C:21]([O:23][C:24]([CH3:27])([CH3:25])[CH3:26])=[O:22])[CH2:17][CH:16]2[NH2:28])=[C:5]([S:2]([CH3:1])(=[O:3])=[O:4])[CH:6]=1 |f:3.4.5.6|. Reported procedure: A solution of 550 mg of methyl 3-methylsulphonyl-4-(4-BOC-aminopiperidino)benzoate (m.p. 149°-150°) [obtainable by reacting 3-methylsulphonyl-4-chlorobenzoic acid with 4-BOC-aminopiperidine in a melt and subsequently esterifying the product with methyl iodide/K2CO3 in dimethylformamide (DMF)] and 383 mg of guanidine in 6 ml of methanol (abs.) is stirred at 60° for a period of 45 min. After removing the solvent, and after customary working-up, N-diaminomethylene-3-methylsulphonyl-4-(4-BOC-aminopi... The reactants are CC(=O)O, Cl, O=C1CNC(=O)N1, Oc1ccccc1. As a reaction SMILES: [CH3:16][C:17](=[O:18])[OH:19].[Cl:8].[O:1]=[C:2]1[CH2:3][NH:4][C:5](=[O:6])[NH:7]1.[OH:9][c:10]1[cH:11][cH:12][cH:13][cH:14][cH:15]1>>[O:1]=[C:2]1[CH:3]([c:13]2[cH:12][cH:11][c:10]([OH:9])[cH:15][cH:14]2)[NH:4][C:5](=[O:6])[NH:7]1. Product: O=C1NC(=O)C(c2ccc(O)cc2)N1. The reactants are NC(=O)c1cccc(Cc2ccccc2)c1, Cc1ccccc1. Yields the product NCc1cccc(Cc2ccccc2)c1. RXN SMILES: [CH2:1]([c:2]1[cH:3][cH:4][cH:5][cH:6][cH:7]1)[c:8]1[cH:9][c:10]([C:11](=[O:12])[NH2:13])[cH:14][cH:15][cH:16]1.[CH3:17][c:18]1[cH:19][cH:20][cH:21][cH:22][cH:23]1>>[CH2:1]([c:2]1[cH:3][cH:4][cH:5][cH:6][cH:7]1)[c:8]1[cH:9][c:10]([CH2:11][NH2:13])[cH:14][cH:15][cH:16]1. Reactants: [N+](=O)(O)[O-] (nitric acid), C(C)(=O)NC1=CC(=C(C(=O)OC)C=C1)Cl (Methyl 4-acetamido-2-chlorobenzoate). Solvent: O (H2O). Product: C(C)(=O)NC1=CC(=C(C(=O)OC)C=C1[N+](=O)[O-])Cl (methyl 4-acetamido-2-chloro-5-nitrobenzoate), C(C)(=O)NC1=C(C(=C(C(=O)OC)C=C1)Cl)[N+](=O)[O-] (methyl 4-acetamido-2-chloro-3-nitrobenzoate). Isolated yield 22.0%. RXN SMILES: [N+:1]([O-:4])([OH:3])=[O:2].[C:5]([NH:8][C:9]1[CH:18]=[CH:17][C:12]([C:13]([O:15][CH3:16])=[O:14])=[C:11]([Cl:19])[CH:10]=1)(=[O:7])[CH3:6]>O>[C:5]([NH:8][C:9]1[C:18]([N+:1]([O-:4])=[O:2])=[CH:17][C:12]([C:13]([O:15][CH3:16])=[O:14])=[C:11]([Cl:19])[CH:10]=1)(=[O:7])[CH3:6].[C:5]([NH:8][C:9]1[CH:18]=[CH:17][C:12]([C:13]([O:15][CH3:16])=[O:14])=[C:11]([Cl:19])[C:10]=1[N+:1]([O-:3])=[O:2])(=[O:7])[CH3:6]. Procedure: Fuming nitric acid (26 ml) was cooled to −35° C. and stirred. Methyl 4-acetamido-2-chlorobenzoate (6.5 g) was added at from −35° C. to −25° C., and the mixture was stirred for 3 hr. The reaction mixture was ice-cooled and H2O (260 ml) was poured therein, which was followed by stirring. The resulting crystals were collected by filtration, washed with water and dried with air. This was applied to flash silica gel column chromatography (silica gel 100 g) to give methyl 4-acetamido-2-chloro-5-nitrob... Procedure: To 0.06 g of methyl 4-[2-(4-chlorobenzenesulfonamido)-2-(3-pyridyl)ethyl]phenylacetate in 10 ml of methanol-1,4 dioxane (1:1) solution was added 2 ml of aqueous 2N sodium hydroxide solution, and stirred overnight at room temperature. After completion of reaction, the solution was neutralized with 2 ml of 2N hydrogen chloride. The crystalline deposited was filtered to produce 49 mg of 4-[2-(4-chlorobenzenesulfonamido)-2-(3-pyridyl)ethyl]phenylacetic acid. The spectrometric data thereof supports t... The reactants are ClC1=CC=C(C=C1)S(=O)(=O)NC(CC1=CC=C(C=C1)CC(=O)OC)C=1C=NC=CC1 (methyl 4-[2-(4-chlorobenzenesulfonamido)-2-(3-pyridyl)ethyl]phenylacetate), [OH-].[Na+] (sodium hydroxide), Cl (hydrogen chloride). RXN SMILES: [Cl:1][C:2]1[CH:7]=[CH:6][C:5]([S:8]([NH:11][CH:12]([C:25]2[CH:26]=[N:27][CH:28]=[CH:29][CH:30]=2)[CH2:13][C:14]2[CH:19]=[CH:18][C:17]([CH2:20][C:21]([O:23]C)=[O:22])=[CH:16][CH:15]=2)(=[O:10])=[O:9])=[CH:4][CH:3]=1.[OH-].[Na+].Cl>>[Cl:1][C:2]1[CH:3]=[CH:4][C:5]([S:8]([NH:11][CH:12]([C:25]2[CH:26]=[N:27][CH:28]=[CH:29][CH:30]=2)[CH2:13][C:14]2[CH:19]=[CH:18][C:17]([CH2:20][C:21]([OH:23])=[O:22])=[CH:16][CH:15]=2)(=[O:9])=[O:10])=[CH:6][CH:7]=1 |f:1.2|. Run in methanol-1,4 dioxane. Conditions: time 8 hour. Isolated yield 84.3%. The product is ClC1=CC=C(C=C1)S(=O)(=O)NC(CC1=CC=C(C=C1)CC(=O)O)C=1C=NC=CC1 (4-[2-(4-chlorobenzenesulfonamido)-2-(3-pyridyl)ethyl]phenylacetic acid).